From a dataset of the Open Reaction Database (ORD), a public repository of structured organic reaction records. describe an organic reaction: reactants, conditions, products, and yield Reactants: O=C([O-])[O-], CS(=O)(=O)c1ccc(F)cc1, [K+], [K+], NC1CCNC1, CN(C)C=O. The product is CS(=O)(=O)c1ccc(NC2CCNC2)cc1. As a reaction SMILES: [C:18](=[O:19])([O-:20])[O-:21].[CH3:1][S:2](=[O:3])(=[O:4])[c:5]1[cH:6][cH:7][c:8]([F:11])[cH:9][cH:10]1.[K+:22].[K+:23].[NH2:12][CH:13]1[CH2:14][NH:15][CH2:16][CH2:17]1.[O:24]=[CH:25][N:26]([CH3:27])[CH3:28]>>[CH3:1][S:2](=[O:3])(=[O:4])[c:5]1[cH:6][cH:7][c:8]([NH:12][CH:13]2[CH2:14][NH:15][CH2:16][CH2:17]2)[cH:9][cH:10]1. Starting materials: O.O.O.[N+](=O)([O-])[O-].[Cu+2].[N+](=O)([O-])[O-] (copper(II) nitrate trihydrate), C(C)(=O)[O-].[Na+] (sodium acetate), ClC1=CC=C(C(C=O)=C1)O (5-chlorosalicylaldehyde). Solvent: O (water), C(C)O (ethanol). Reaction conditions: time 15 minute. Yields the product [Cu+2].ClC1=CC=C(C(C=O)=C1)O.ClC1=CC=C(C(C=O)=C1)O (Bis(5-chlorosalicylaldehyde) Copper(II)). RXN SMILES: O.O.O.[N+]([O-])([O-])=O.[Cu+2:8].[N+]([O-])([O-])=O.C([O-])(=O)C.[Na+].[Cl:18][C:19]1[CH:26]=[C:23]([CH:24]=[O:25])[C:22]([OH:27])=[CH:21][CH:20]=1>O.C(O)C>[Cu+2:8].[Cl:18][C:19]1[CH:26]=[C:23]([CH:24]=[O:25])[C:22]([OH:27])=[CH:21][CH:20]=1.[Cl:18][C:19]1[CH:26]=[C:23]([CH:24]=[O:25])[C:22]([OH:27])=[CH:21][CH:20]=1 |f:0.1.2.3.4.5,6.7,11.12.13|. Procedure details: To a solution of 1.61g of copper(II) nitrate trihydrate and 1.25g of sodium acetate in 25 ml of deionized water is added a warm solution of 2.08g of 5-chlorosalicylaldehyde in 25 ml of 95% ethanol. The mixture is stirred at 45°-50° C for 15 minutes, cooled, and filtered. The yellow-green solid which results, Bis(5-chlorosalicylaldehyde) copper(II), is rinsed with water and 95% ethanol and dried in vacuo. Starting materials: CCc1c(C(=O)C(F)(F)F)c2ccc(OC)cc2n1C, CCO, [K+], [OH-], O. The product is CCc1c(C(=O)O)c2ccc(OC)cc2n1C. As a reaction SMILES: [CH2:3]([CH3:4])[c:5]1[n:6]([CH3:22])[c:7]2[cH:8][c:9]([O:20][CH3:21])[cH:10][cH:11][c:12]2[c:13]1[C:14]([C:15]([F:16])([F:17])[F:18])=[O:19].[CH3:24][CH2:25][OH:26].[K+:2].[OH-:1].[OH2:23]>>[O:1]=[C:14]([c:13]1[c:5]([CH2:3][CH3:4])[n:6]([CH3:22])[c:7]2[cH:8][c:9]([O:20][CH3:21])[cH:10][cH:11][c:12]21)[OH:19]. Reactants: Cc1cc(Br)cc(C)c1Sc1nc(Nc2ccc(C#N)cc2)nc(C)c1[N+](=O)[O-], CN(C)C(OC(C)(C)C)N(C)C, CN(C)C=O. Yields the product Cc1cc(Br)cc(C)c1Sc1nc(Nc2ccc(C#N)cc2)nc(C=CN(C)C)c1[N+](=O)[O-]. RXN SMILES: [Br:1][c:2]1[cH:3][c:4]([CH3:29])[c:5]([S:9][c:10]2[n:11][c:12]([NH:20][c:21]3[cH:22][cH:23][c:24]([C:25]#[N:26])[cH:27][cH:28]3)[n:13][c:14]([CH3:19])[c:15]2[N+:16](=[O:17])[O-:18])[c:6]([CH3:8])[cH:7]1.[C:30]([O:31][CH:35]([N:32]([CH3:33])[CH3:34])[N:36]([CH3:37])[CH3:38])([CH3:39])([CH3:40])[CH3:41].[O:42]=[CH:43][N:44]([CH3:45])[CH3:46]>>[Br:1][c:2]1[cH:3][c:4]([CH3:29])[c:5]([S:9][c:10]2[n:11][c:12]([NH:20][c:21]3[cH:22][cH:23][c:24]([C:25]#[N:26])[cH:27][cH:28]3)[n:13][c:14]([CH:19]=[CH:35][N:36]([CH3:37])[CH3:38])[c:15]2[N+:16](=[O:17])[O-:18])[c:6]([CH3:8])[cH:7]1. Starting materials: C(C)(=O)SC1/C(/CN(CC1)C(C(=O)C1CC1)C1=C(C=CC=C1)F)=C/C1=NN(C=C1)CCNC(=O)OC(C)(C)C ((E)-4-(acetylsulfanyl)-3-({1-[2-(t-butoxycarbonylamino)ethyl]-1H-pyrazol-3-yl}methylidene)-1-[2-cyclopropyl-1-(2-fluorophenyl)-2-oxoethyl]piperidine), Cl (hydrogen chloride). The product is Cl.Cl.C(C)(=O)SC1/C(/CN(CC1)C(C(=O)C1CC1)C1=C(C=CC=C1)F)=C/C1=NN(C=C1)CCN ((E)-4-(acetylsulfanyl)-3-{[1-(2-aminoethyl)-1H-pyrazol-3-yl]methylidene}-1-[2-cyclopropyl-1-(2-fluorophenyl)-2-oxoethyl]piperidine dihydrochloride). As a reaction SMILES: [C:1]([S:4][CH:5]1[CH2:10][CH2:9][N:8]([CH:11]([C:17]2[CH:22]=[CH:21][CH:20]=[CH:19][C:18]=2[F:23])[C:12]([CH:14]2[CH2:16][CH2:15]2)=[O:13])[CH2:7]/[C:6]/1=[CH:24]\[C:25]1[CH:29]=[CH:28][N:27]([CH2:30][CH2:31][NH:32]C(OC(C)(C)C)=O)[N:26]=1)(=[O:3])[CH3:2].[ClH:40]>>[ClH:40].[ClH:40].[C:1]([S:4][CH:5]1[CH2:10][CH2:9][N:8]([CH:11]([C:17]2[CH:22]=[CH:21][CH:20]=[CH:19][C:18]=2[F:23])[C:12]([CH:14]2[CH2:16][CH2:15]2)=[O:13])[CH2:7]/[C:6]/1=[CH:24]\[C:25]1[CH:29]=[CH:28][N:27]([CH2:30][CH2:31][NH2:32])[N:26]=1)(=[O:3])[CH3:2] |f:2.3.4|. Procedure details: A solution of (E)-4-(acetylsulfanyl)-3-({1-[2-(t-butoxycarbonylamino)ethyl]-1H-pyrazol-3-yl}methylidene)-1-[2-cyclopropyl-1-(2-fluorophenyl)-2-oxoethyl]piperidine (479 mg) in 4 N hydrogen chloride (in dioxane, 8 ml) was stirred at room temperature for one hour. The solvent and hydrogen chloride were removed in vacuo, and the residue was purified by chromatography on silica gel using a mixture of in ethanol and dichloromethane (2:98 to 20:80) as eluents to afford (E)-4-(acetylsulfanyl)-3-{[1-(2-a... Starting materials: [Mg] (magnesium), BrC1=CC(=C(C=C1)OC)C (1-bromo-4-methoxy-3-methylbenzene), CCOCC (ether), Grignard reagent, C1=CC=CC=C1 (benzene), CCOCC (ether). Run at time 3 hour. The product is Grignard reagent, C(C1=CC=CC=C1)C1=CC(=C(C=C1)OC)C (4-benzyl-2-methyl-1-methoxybenzene). Reaction SMILES: [Mg].Br[C:3]1[CH:8]=[CH:7][C:6]([O:9][CH3:10])=[C:5]([CH3:11])[CH:4]=1.[CH:12]1[CH:17]=[CH:16][CH:15]=[CH:14][CH:13]=1.[CH3:18]COCC>>[CH2:18]([C:3]1[CH:8]=[CH:7][C:6]([O:9][CH3:10])=[C:5]([CH3:11])[CH:4]=1)[C:12]1[CH:17]=[CH:16][CH:15]=[CH:14][CH:13]=1. Procedure details: Grignard reagent was prepared from 12.15 g of magnesium (turnings) and 50.23 g of 1-bromo-4-methoxy-3-methylbenzene in 200 ml of anhydrous ether by conventional process. To this Grignard reagent was added 200 ml of anhydrous benzene and ether was distilled off under normal pressure. To this solution was added dropwise a mixed solution comprising 47.25 g of benzyl chloride and 50 ml of anhydrous benzene under refluxing with heating, followed by stirring for 3 hours. After being left for cooling, ... Reactants: C(C)(=O)OC=1C=2C=CC(=CC2C(CC1)(C)C)C#CC1=CC=C(C(=O)OCC)C=C1 (ethyl 4-[(5-acetoxy-7,8-dihydro-8,8-dimethylnaphth-2-yl)ethynyl]benzoate), C(C)(=O)OC=1C=2C=CC(=CC2C(CC1)(C)C)C#CC1=CC=C(C(=O)OCC)C=C1 (ethyl 4-[(5-acetoxy-7,8-dihydro-8,8-dimethylnaphth-2-yl)ethynyl]benzoate), CC1(CCC(C=2C=C(C=CC12)C#CC1=CC=C(C(=O)OCC)C=C1)=O)C (ethyl 4-[(5,6,7,8-tetrahydro-8,8-dimethyl-5-oxonaphth-3-yl)ethynyl]benzoate), CC1(CCC(C=2C=C(C=CC12)C#CC1=CC=C(C(=O)OCC)C=C1)=O)C (ethyl 4-[(5,6,7,8-tetrahydro-8,8-dimethyl-5-oxonaphth-3-yl)ethynyl]benzoate). Yields the product C(C)(=O)OC=1C=2C=C(C=CC2C(CC1)(C)C)C#CC1=CC=C(C(=O)OCC)C=C1 (Ethyl 4-[(5-acetoxy-7,8-dihydro-8,8-dimethylnaphth-3-yl)ethynyl]benzoate). Reaction SMILES: [C:1]([O:4][C:5]1[C:6]2[CH:7]=[CH:8][C:9](C#CC3C=CC(C(OCC)=O)=CC=3)=[CH:10][C:11]=2[C:12]([CH3:16])([CH3:15])[CH2:13][CH:14]=1)(=[O:3])[CH3:2].CC1(C)C2C=CC([C:41]#[C:42][C:43]3[CH:53]=[CH:52][C:46]([C:47]([O:49][CH2:50][CH3:51])=[O:48])=[CH:45][CH:44]=3)=CC=2C(=O)CC1>>[C:1]([O:4][C:5]1[C:6]2[CH:7]=[C:8]([C:41]#[C:42][C:43]3[CH:53]=[CH:52][C:46]([C:47]([O:49][CH2:50][CH3:51])=[O:48])=[CH:45][CH:44]=3)[CH:9]=[CH:10][C:11]=2[C:12]([CH3:16])([CH3:15])[CH2:13][CH:14]=1)(=[O:3])[CH3:2]. Reported procedure: Employing the same general procedure as for the preparation of ethyl 4-[(5-acetoxy-7,8-dihydro-8,8-dimethylnaphth-2-yl)ethynyl]benzoate (Compound 105), 90.0 mg (0.26 mmol) of ethyl 4-[(5,6,7,8-tetrahydro-8,8-dimethyl-5-oxonaphth-3-yl)ethynyl]benzoate (Compound 2) was converted into the title compound (light yellow powder) using 0.06 ml (0.78 mmol) of acetic anhydride and 5 mg (0.03 mmol) of p-toluenesulfonic acid.